From a dataset of the Open Reaction Database (ORD), a public repository of structured organic reaction records. describe an organic reaction: reactants, conditions, products, and yield The reactants are I.NC1CC(CCC1)N1C(C=2C(C=3C(=CC=CC13)Cl)=NOC2C)=O (5-(3-amino-cyclohexyl)-9-chloro-3-methyl-5H-isoxazolo[4,3-c]quinolin-4-one hydroiodide), C1(=CC=CC=C1)S(=O)(=O)N(C1=NC=CC=C1)CC(=O)O ((benzenesulfonyl-pyridin-2-yl-amino)-acetic acid), ON1N=NC2=C1N=CC=C2 (1-hydroxy-7-azabenzo-triazole), C(CCl)Cl (EDC), TEA. The reagents and catalysts are CN(C)C=1C=CN=CC1 (DMAP). Solvent: CN(C)C=O (DMF). Run at time 6 day. The product is C1(=CC=CC=C1)S(=O)(=O)N(CC(=O)NC1CC(CCC1)N1C(C=2C(C=3C(=CC=CC13)Cl)=NOC2C)=O)C2=NC=CC=C2 (2-(Benzenesulfonyl-pyridin-2-yl-amino)-N-[3-(9-chloro-3-methyl-4-oxo-5H-isoxazolo[4,3-c]quinolin-5-yl)-cyclohexyl]-acetamide). The yield is 47.0%. Reaction SMILES: I.[NH2:2][CH:3]1[CH2:8][CH2:7][CH2:6][CH:5]([N:9]2[C:18]3[CH:17]=[CH:16][CH:15]=[C:14]([Cl:19])[C:13]=3[C:12]3=[N:20][O:21][C:22]([CH3:23])=[C:11]3[C:10]2=[O:24])[CH2:4]1.[C:25]1([S:31]([N:34]([CH2:41][C:42](O)=[O:43])[C:35]2[CH:40]=[CH:39][CH:38]=[CH:37][N:36]=2)(=[O:33])=[O:32])[CH:30]=[CH:29][CH:28]=[CH:27][CH:26]=1.ON1C2N=CC=CC=2N=N1.C(Cl)CCl>CN(C=O)C.CN(C1C=CN=CC=1)C>[C:25]1([S:31]([N:34]([C:35]2[CH:40]=[CH:39][CH:38]=[CH:37][N:36]=2)[CH2:41][C:42]([NH:2][CH:3]2[CH2:8][CH2:7][CH2:6][CH:5]([N:9]3[C:18]4[CH:17]=[CH:16][CH:15]=[C:14]([Cl:19])[C:13]=4[C:12]4=[N:20][O:21][C:22]([CH3:23])=[C:11]4[C:10]3=[O:24])[CH2:4]2)=[O:43])(=[O:33])=[O:32])[CH:26]=[CH:27][CH:28]=[CH:29][CH:30]=1 |f:0.1|. Procedure: To a solution of 5-(3-amino-cyclohexyl)-9-chloro-3-methyl-5H-isoxazolo[4,3-c]quinolin-4-one hydroiodide, 130 mg (0.28 mmol) in 10 mL of DMF was added 82 mg (0.28 mmol) of (benzenesulfonyl-pyridin-2-yl-amino)-acetic acid (Bionet), 46 mg (0.34 mmol) of 1-hydroxy-7-azabenzo-triazole, 66 mg (0.34 mmol) of EDC, 5 mg of DMAP and 120 μL (0.84 mmol) of TEA. The reaction mixture was stirred six days at rt. and was concentrated to dryness. The residue was dissolved in 20% isopropanol/chloroform, washed wi... Starting materials: CCN=C=NCCCN(C)C, CCN(C(C)C)C(C)C, Cl, Fc1cc(OC2CCNCC2)cc(C(F)(F)F)c1, Nc1cccnc1, CN(C)C=O, On1nnc2ccccc21, O=C(O)CNC(=O)c1cn(-c2cccnc2)nn1. Product: O=C(NCC(=O)N1CCC(Oc2cc(F)cc(C(F)(F)F)c2)CC1)c1cn(-c2cccnc2)nn1. As a reaction SMILES: [CH3:20][CH2:21][N:22]=[C:23]=[N:24][CH2:25][CH2:26][CH2:27][N:28]([CH3:29])[CH3:30].[CH:1]([N:2]([CH2:3][CH3:4])[CH:5]([CH3:6])[CH3:7])([CH3:8])[CH3:9].[ClH:56].[F:57][c:58]1[cH:59][c:60]([O:61][CH:62]2[CH2:63][CH2:64][NH:65][CH2:66][CH2:67]2)[cH:68][c:69]([C:71]([F:72])([F:73])[F:74])[cH:70]1.[NH2:49][c:50]1[cH:51][n:52][cH:53][cH:54][cH:55]1.[O:75]=[CH:76][N:77]([CH3:78])[CH3:79].[OH:10][n:11]1[c:12]2[c:13]([cH:14][cH:15][cH:16][cH:17]2)[n:18][n:19]1.[n:31]1[cH:32][c:33](-[n:37]2[n:38][n:39][c:40]([C:42](=[O:43])[NH:44][CH2:45][C:46](=[O:47])[OH:48])[cH:41]2)[cH:34][cH:35][cH:36]1>>[n:31]1[cH:32][c:33](-[n:37]2[n:38][n:39][c:40]([C:42](=[O:43])[NH:44][CH2:45][C:46](=[O:48])[N:65]3[CH2:64][CH2:63][CH:62]([O:61][c:60]4[cH:59][c:58]([F:57])[cH:70][c:69]([C:71]([F:72])([F:73])[F:74])[cH:68]4)[CH2:67][CH2:66]3)[cH:41]2)[cH:34][cH:35][cH:36]1.